This data is from the Open Reaction Database (ORD), a public repository of structured organic reaction records. The task is: describe an organic reaction: reactants, conditions, products, and yield Reactants: FC(F)(F)Oc1ccc2c(c1)nc(Cl)c1ncc(Br)n12, CCOC(C)=O, NCCCO, C1COCCO1. Product: OCCCNc1nc2cc(OC(F)(F)F)ccc2n2c(Br)cnc12. As a reaction SMILES: [Br:1][c:2]1[cH:3][n:4][c:5]2[n:6]1[c:7]1[cH:8][cH:9][c:10]([O:16][C:17]([F:18])([F:19])[F:20])[cH:11][c:12]1[n:13][c:14]2[Cl:15].[CH3:32][CH2:33][O:34][C:35](=[O:36])[CH3:37].[NH2:21][CH2:22][CH2:23][CH2:24][OH:25].[O:26]1[CH2:27][CH2:28][O:29][CH2:30][CH2:31]1>>[Br:1][c:2]1[cH:3][n:4][c:5]2[n:6]1[c:7]1[cH:8][cH:9][c:10]([O:16][C:17]([F:18])([F:19])[F:20])[cH:11][c:12]1[n:13][c:14]2[NH:21][CH2:22][CH2:23][CH2:24][OH:25].